This data is from the Open Reaction Database (ORD), a public repository of structured organic reaction records. The task is: describe an organic reaction: reactants, conditions, products, and yield Starting materials: C1CCOC1 (THF), COC(C(C(C1=CC=C(C=C1)OCC1=NC2=CC=CC=C2C=C1)C1=CC=C(C=C1)OCC1=NC2=CC=CC=C2C=C1)(C)C)=O (2,2-dimethyl-3,3-bis(4-(2-quinolylmethoxy)phenyl)propionic acid methyl ester), [Li+].[OH-] (LiOH), O[Li].O (LiOH.H2O). Run in CO (methanol). Conditions: time 24 hour. Yields the product CC(C(=O)O)(C(C1=CC=C(C=C1)OCC1=NC2=CC=CC=C2C=C1)C1=CC=C(C=C1)OCC1=NC2=CC=CC=C2C=C1)C (2,2-dimethyl-3,3-bis(4-(2-quinolylmethoxy)phenyl)propionic acid). Yield: 40.8%. RXN SMILES: C1COCC1.C[O:7][C:8](=[O:49])[C:9]([CH3:48])([CH3:47])[CH:10]([C:29]1[CH:34]=[CH:33][C:32]([O:35][CH2:36][C:37]2[CH:46]=[CH:45][C:44]3[C:39](=[CH:40][CH:41]=[CH:42][CH:43]=3)[N:38]=2)=[CH:31][CH:30]=1)[C:11]1[CH:16]=[CH:15][C:14]([O:17][CH2:18][C:19]2[CH:28]=[CH:27][C:26]3[C:21](=[CH:22][CH:23]=[CH:24][CH:25]=3)[N:20]=2)=[CH:13][CH:12]=1.O[Li].O.[Li+].[OH-]>CO>[CH3:47][C:9]([CH3:48])([CH:10]([C:29]1[CH:34]=[CH:33][C:32]([O:35][CH2:36][C:37]2[CH:46]=[CH:45][C:44]3[C:39](=[CH:40][CH:41]=[CH:42][CH:43]=3)[N:38]=2)=[CH:31][CH:30]=1)[C:11]1[CH:16]=[CH:15][C:14]([O:17][CH2:18][C:19]2[CH:28]=[CH:27][C:26]3[C:21](=[CH:22][CH:23]=[CH:24][CH:25]=3)[N:20]=2)=[CH:13][CH:12]=1)[C:8]([OH:49])=[O:7] |f:2.3,4.5|. Procedure: To a solution in methanol (8 mL) and THF (4 mL) of 2,2-dimethyl-3,3-bis(4-(2-quinolylmethoxy)phenyl)propionic acid methyl ester (0.4 g, 0.69 mmol), prepared as in step 2, was added LiOH.H2O (4 ml, 4 mmole, 1M solution) dropwise, and the mixture was stirred overnight after which an additional 2 mL of the LiOH solution was added and the mixture was stirred an additional 24 hours. The mixture was concentrated to dryness, acidified with excess 0.5M citric acid, diluted with water and extracted with ... Reactants: CC(C)=O, Cl, COCOc1cc(F)c2c(c1)OCC(C=O)=C2. Product: O=CC1=Cc2c(F)cc(O)cc2OC1. Reaction SMILES: [CH3:19][C:20](=[O:21])[CH3:22].[ClH:18].[F:1][c:2]1[c:3]2[c:8]([cH:9][c:10]([O:12][CH2:13][O:14][CH3:15])[cH:11]1)[O:7][CH2:6][C:5]([CH:16]=[O:17])=[CH:4]2>>[F:1][c:2]1[c:3]2[c:8]([cH:9][c:10]([OH:12])[cH:11]1)[O:7][CH2:6][C:5]([CH:16]=[O:17])=[CH:4]2. Starting materials: C, CC(C)O, C=CCc1ccc(O)c(OC)c1, [Pd]. Yields the product CCCc1ccc(O)c(OC)c1. Reaction SMILES: [C:13].[CH3:15][CH:16]([OH:17])[CH3:18].[CH3:1][O:2][c:3]1[cH:4][c:5]([CH2:6][CH:7]=[CH2:8])[cH:9][cH:10][c:11]1[OH:12].[Pd:14]>>[CH3:1][O:2][c:3]1[cH:4][c:5]([CH2:6][CH2:7][CH3:8])[cH:9][cH:10][c:11]1[OH:12].